This data is from the Open Reaction Database (ORD), a public repository of structured organic reaction records. The task is: describe an organic reaction: reactants, conditions, products, and yield Starting materials: C(C)(=O)[O-].[K+] (potassium acetate), COC1=CC=C(C(CBr)=O)C=C1 (4-methoxyphenacyl bromide), O (water). The solvent is CO (methanol). Yields the product C(C)(=O)OCC(=O)C1=CC=C(C=C1)OC (p-Methoxyphenacyl acetate). The yield is 64.5%. RXN SMILES: [C:1]([O-:4])(=[O:3])[CH3:2].[K+].[CH3:6][O:7][C:8]1[CH:17]=[CH:16][C:11]([C:12](=[O:15])[CH2:13]Br)=[CH:10][CH:9]=1.O>CO>[C:1]([O:4][CH2:13][C:12]([C:11]1[CH:16]=[CH:17][C:8]([O:7][CH3:6])=[CH:9][CH:10]=1)=[O:15])(=[O:3])[CH3:2] |f:0.1|. Procedure details: To a solution of 63 g potassium acetate in 750 ml of methanol, 92.9 g of 4-methoxyphenacyl bromide was dropped in. The resulting solution was refluxed for 4 hours, then cooled and poured into water. The aqueous layer was extracted with ether, then the combined organic phases were washed with water, dried, and evaporated to dryness. The resulting solid was recrystallized from methanol to yield 54.5 g crystals. Reactants: FC=1C=C(C=CC1)C=1OC2=C(C(=CC(=C2C(C1)=O)OC)OC)[C@H]1[C@@H](N(CC1)C)CO ((+)-trans-2-(3-Fluoro-phenyl)-5,7-dimethoxy-8-(2-hydroxymethyl-1-methyl-pyrrolidin-3-yl)-chromen-4-one), Cl.N1=CC=CC=C1 (pyridine hydrochloride). The product is FC=1C=C(C=CC1)C=1OC2=C(C(=CC(=C2C(C1)=O)O)O)[C@H]1[C@@H](N(CC1)C)CO ((+)-trans-2-(3-Fluoro-phenyl)-5,7-dihydroxy-8-(2-hydroxymethyl-1-methyl-pyrrolidin-3-yl)-chromen-4-one). Reaction SMILES: [F:1][C:2]1[CH:3]=[C:4]([C:8]2[O:9][C:10]3[C:15]([C:16](=[O:18])[CH:17]=2)=[C:14]([O:19]C)[CH:13]=[C:12]([O:21]C)[C:11]=3[C@@H:23]2[CH2:27][CH2:26][N:25]([CH3:28])[C@H:24]2[CH2:29][OH:30])[CH:5]=[CH:6][CH:7]=1.Cl.N1C=CC=CC=1>>[F:1][C:2]1[CH:3]=[C:4]([C:8]2[O:9][C:10]3[C:15]([C:16](=[O:18])[CH:17]=2)=[C:14]([OH:19])[CH:13]=[C:12]([OH:21])[C:11]=3[C@@H:23]2[CH2:27][CH2:26][N:25]([CH3:28])[C@H:24]2[CH2:29][OH:30])[CH:5]=[CH:6][CH:7]=1 |f:1.2|. Procedure details: Compound of example 75 (0.51 g, 1.23 mmol) was demethylated using pyridine hydrochloride (5.1 g, 44.15 mmol) as described in example 17, gave the title compound. Procedure details: In a 100 ml Hastelloy-made autoclave having been purged with nitrogen were charged 38.8 g (0.2 mol) of n-butyl 4-chloroacetoacetate and 50 ml of n-butyl alcohol, and solution of 73 mg of Ru2Cl2 [(R)-(+)-BINAP]2Et3N in 2 ml of methylene chloride was added thereto. The mixture was stirred at 100° C. under a hydrogen pressure of 11 to 12 kg/cm2 for 2 hours to conduct hydrogenation. The solvent was evaporated, and the residue was distilled under reduced pressure to give 35.0 g (percent yield: 90%) o... The reactants are Hastelloy, ClCC(CC(=O)OCCCC)=O (n-butyl 4-chloroacetoacetate), C(CCC)O (n-butyl alcohol), Ru2Cl2 [(R)-(+)-BINAP]2Et3N. Run in C(Cl)Cl (methylene chloride). RXN SMILES: [Cl:1][CH2:2][C:3](=[O:12])[CH2:4][C:5]([O:7][CH2:8][CH2:9][CH2:10][CH3:11])=[O:6].C(O)CCC>C(Cl)Cl>[Cl:1][CH2:2][C@@H:3]([OH:12])[CH2:4][C:5]([O:7][CH2:8][CH2:9][CH2:10][CH3:11])=[O:6]. The yield is 89.9%. Reaction conditions: temperature 100 celsius, time 2 hour. The product is ClC[C@H](CC(=O)OCCCC)O (n-butyl (S)-(-)-4-chloro-3-hydroxybutyrate). Reactants: [BH4-], CO, NC(=O)c1ccc(Oc2ccc(C=O)s2)cc1, COC([O-])[O-], NCCc1cccc(F)c1, [Na+]. Product: NC(=O)c1ccc(Oc2ccc(CNCCc3cccc(F)c3)s2)cc1. Reaction SMILES: [BH4-:33].[CH3:35][OH:36].[CH:1](=[O:2])[c:3]1[cH:4][cH:5][c:6]([O:8][c:9]2[cH:10][cH:11][c:12]([C:13](=[O:14])[NH2:15])[cH:16][cH:17]2)[s:7]1.[CH:28]([O-:29])([O-:30])[O:31][CH3:32].[F:18][c:19]1[cH:20][c:21]([CH2:25][CH2:26][NH2:27])[cH:22][cH:23][cH:24]1.[Na+:34]>>[CH2:1]([c:3]1[cH:4][cH:5][c:6]([O:8][c:9]2[cH:10][cH:11][c:12]([C:13](=[O:14])[NH2:15])[cH:16][cH:17]2)[s:7]1)[NH:27][CH2:26][CH2:25][c:21]1[cH:20][c:19]([F:18])[cH:24][cH:23][cH:22]1. The reactants are COC1=C(C=CC=2NC(CCCC21)=O)[N+](=O)[O-] (6-methoxy-7-nitro-4,5-dihydro-1H-benzo[b]azepin-2(3H)-one), [H-].[Na+] (sodium hydride), ice water, C(C)I (ethyl iodide). The solvent is CN(C=O)C (dimethylformamide). Run at time 30 minute. Product: C(C)N1C2=C(CCCC1=O)C(=C(C=C2)[N+](=O)[O-])OC (1-ethyl-6-methoxy-7-nitro-4,5-dihydro-1H-benzo[b]azepin-2(3H)-one). The yield is 75.1%. As a reaction SMILES: [CH3:1][O:2][C:3]1[C:13]2[CH2:12][CH2:11][CH2:10][C:9](=[O:14])[NH:8][C:7]=2[CH:6]=[CH:5][C:4]=1[N+:15]([O-:17])=[O:16].[H-].[Na+].[CH2:20](I)[CH3:21]>CN(C)C=O>[CH2:20]([N:8]1[C:9](=[O:14])[CH2:10][CH2:11][CH2:12][C:13]2[C:3]([O:2][CH3:1])=[C:4]([N+:15]([O-:17])=[O:16])[CH:5]=[CH:6][C:7]1=2)[CH3:21] |f:1.2|. Procedure: To a solution of 6-methoxy-7-nitro-4,5-dihydro-1H-benzo[b]azepin-2(3H)-one (4.5 g, 19.0 mmol) in dimethylformamide (30 mL) at 0° C. was added sodium hydride (60% on mineral oil, 1.15 g, 28.5 mmol) in small portions within 30 minutes. The mixture was stirred for 30 minutes at this temperature followed by adding ethyl iodide (1.84 mL, 22.9 mmol) dropwise. The mixture was warmed to room temperature and stirred for another 2 hours. Upon completion, the mixture was poured into ice-water and filtered ... The reactants are Cl (hydrochloric acid), CC(C)O (2-propanol), ClC=1C=C(C(CCl)=O)C=CC1 (m-chlorophenacyl chloride), C(C(C)C)[Al](CC(C)C)CC(C)C (triisobutylaluminum). Reagents/catalysts: C1=CC=C2C(=C1)C=CC(=C2C3=C(C=CC4=CC=CC=C43)O)O ((R)-1,1′-bi-2-naphthol). Run in O (water), C1(=CC=CC=C1)C (toluene), CCCCCC (hexane). Conditions: time 30 minute. Yields the product ClC[C@@H](O)C1=CC(=CC=C1)Cl ((S)-2-chloro-1-(m-chlorophenyl)ethanol). Isolated yield 126.9%. Reaction SMILES: C([Al](CC(C)C)CC(C)C)C(C)C.CC(O)C.[Cl:18][C:19]1[CH:20]=[C:21]([CH:26]=[CH:27][CH:28]=1)[C:22](=[O:25])[CH2:23][Cl:24].Cl>C1(C)C=CC=CC=1.C1C=C2C=CC(O)=C(C3C4C(=CC=CC=4)C=CC=3O)C2=CC=1.O.CCCCCC>[Cl:24][CH2:23][C@H:22]([C:21]1[CH:26]=[CH:27][CH:28]=[C:19]([Cl:18])[CH:20]=1)[OH:25]. Procedure: To a slurry solution of 143 mg (0.5 mmol) of (R)-1,1′-bi-2-naphthol in 10 ml of toluene was added 0.5 ml (0.5 mmol) of a 1.0 M hexane solution of triisobutylaluminum at room temperature, and the mixture was stirred at room temperature for 30 minutes. Thereto 1.52 ml (20 mmol) of 2-propanol was added and the mixture was stirred further at room temperature for 30 minutes. Thereto 1.89 g (10 mmol) of m-chlorophenacyl chloride was added and the mixture was stirred further at 50° C. for 4 hours. To t...